This data is from the Open Reaction Database (ORD), a public repository of structured organic reaction records. The task is: describe an organic reaction: reactants, conditions, products, and yield Starting materials: C1CCOC1, CCN, CN(c1cc(-c2cccnc2)cc2nc(N)nn12)C1CCCCC1, CN(C)C=O. Product: CCNC(=O)Nc1nc2cc(-c3cccnc3)cc(N(C)C3CCCCC3)n2n1. Reaction SMILES: [CH2:33]1[O:34][CH2:35][CH2:36][CH2:37]1.[CH3:25][CH2:26][NH2:27].[CH:1]1([N:7]([c:8]2[cH:9][c:10](-[c:18]3[cH:19][n:20][cH:21][cH:22][cH:23]3)[cH:11][c:12]3[n:13]2[n:14][c:15]([NH2:17])[n:16]3)[CH3:24])[CH2:2][CH2:3][CH2:4][CH2:5][CH2:6]1.[O:28]=[CH:29][N:30]([CH3:31])[CH3:32]>>[CH:1]1([N:7]([c:8]2[cH:9][c:10](-[c:18]3[cH:19][n:20][cH:21][cH:22][cH:23]3)[cH:11][c:12]3[n:13]2[n:14][c:15]([NH:17][C:29]([NH:27][CH2:26][CH3:25])=[O:28])[n:16]3)[CH3:24])[CH2:2][CH2:3][CH2:4][CH2:5][CH2:6]1. The reactants are ClC1=NC=C(C(=N1)C(C(=O)OCC)(C(=O)OCC)C)F (Diethyl 2-(2-chloro-5-fluoropyrimidin-4-yl)-2-methylmalonate), CC(=O)O (HOAc), Cl (HCl), O (H2O). Solvent: C(Cl)Cl (DCM). Run at temperature 100 celsius. Yields the product ClC1=NC=C(C(=N1)CC)F (2-chloro-4-ethyl-5-fluoropyrimidine). Yield: 20.7%. Reaction SMILES: [Cl:1][C:2]1[N:7]=[C:6]([C:8](C)(C(OCC)=O)[C:9](OCC)=O)[C:5]([F:20])=[CH:4][N:3]=1.CC(O)=O.Cl.O>C(Cl)Cl>[Cl:1][C:2]1[N:7]=[C:6]([CH2:8][CH3:9])[C:5]([F:20])=[CH:4][N:3]=1. Reported procedure: Diethyl 2-(2-chloro-5-fluoropyrimidin-4-yl)-2-methylmalonate (3.00 g, 9.85 mmol) was treated with glacial HOAc (25 mL) and 5N HCl (10 mL) and fitted with a reflux condenser and heated to 100° C. for 18 h. The reaction was cooled to RT and treated with H2O (30 mL) and DCM (45 mL) and the DCM layer separated and dried over MgSO4, filtered and concentrated. The crude residue was purified with flash chromatography (eluting with 100% DCM) affording 2-chloro-4-ethyl-5-fluoropyrimidine (328 mg, 21%) as... RXN SMILES: [CH3:1][C:2]([C:27]#[N:28])([CH2:4][CH2:5][CH2:6][CH2:7][CH2:8][O:9][C:10]1[CH:15]=[C:14]([O:16][CH2:17][C:18]2[CH:23]=[CH:22][CH:21]=[CH:20][CH:19]=2)[C:13](Br)=[CH:12][C:11]=1[CH2:25][CH3:26])[CH3:3].C(=O)([O-])[O-].[Na+].[Na+].[F:35][C:36]1[CH:41]=[CH:40][C:39](B(O)O)=[CH:38][CH:37]=1>C1C=CC=CC=1.C(O)C.C(OCC)(=O)C.C1C=CC([P]([Pd]([P](C2C=CC=CC=2)(C2C=CC=CC=2)C2C=CC=CC=2)([P](C2C=CC=CC=2)(C2C=CC=CC=2)C2C=CC=CC=2)[P](C2C=CC=CC=2)(C2C=CC=CC=2)C2C=CC=CC=2)(C2C=CC=CC=2)C2C=CC=CC=2)=CC=1>[CH3:1][C:2]([C:27]#[N:28])([CH2:4][CH2:5][CH2:6][CH2:7][CH2:8][O:9][C:10]1[CH:15]=[C:14]([O:16][CH2:17][C:18]2[CH:23]=[CH:22][CH:21]=[CH:20][CH:19]=2)[C:13]([C:39]2[CH:40]=[CH:41][C:36]([F:35])=[CH:37][CH:38]=2)=[CH:12][C:11]=1[CH2:25][CH3:26])[CH3:3] |f:1.2.3,^1:63,65,84,103|. Solvent: C1=CC=CC=C1 (benzene), C(C)O (ethanol), C(C)(=O)OCC (ethyl acetate). Reagents/catalysts: C=1C=CC(=CC1)[P](C=2C=CC=CC2)(C=3C=CC=CC3)[Pd]([P](C=4C=CC=CC4)(C=5C=CC=CC5)C=6C=CC=CC6)([P](C=7C=CC=CC7)(C=8C=CC=CC8)C=9C=CC=CC9)[P](C=1C=CC=CC1)(C=1C=CC=CC1)C=1C=CC=CC1 (tetrakis(triphenylphosphine)palladium(0)). Procedure details: A solution of 1.5 g of 2-methyl-2-cyano-7-(2-ethyl-4-bromo-5-benzyloxyphenoxy)heptane and 0.5 g of tetrakis(triphenylphosphine)palladium(0) in 70 mL of benzene was stirred with 15 mL of 2.0M sodium carbonate. A solution of 1.1 g of 4-fluorophenyl boronic acid in 15 mL of ethanol was added. The mixture was heated at reflux for 16 hours. The mixture was cooled and diluted with ethyl acetate. The organic phase was washed with saturated ammonium chloride, washed with saturated sodium chloride, dried... Yields the product CC(C)(CCCCCOC1=C(C=C(C(=C1)OCC1=CC=CC=C1)C1=CC=C(C=C1)F)CC)C#N (2-Methyl-2-cyano-7-(2-ethyl-4-(4-fluorophenyl)-5-benzyloxyphenoxy)heptane). Yield: 92.8%. Starting materials: CC(C)(CCCCCOC1=C(C=C(C(=C1)OCC1=CC=CC=C1)Br)CC)C#N (2-methyl-2-cyano-7-(2-ethyl-4-bromo-5-benzyloxyphenoxy)heptane), C([O-])([O-])=O.[Na+].[Na+] (sodium carbonate), FC1=CC=C(C=C1)B(O)O (4-fluorophenyl boronic acid). The reactants are FC(S(=O)(=O)OC1=C(C(=NN1CC(F)(F)F)[C@H]1[C@@H](CC(CC1)(F)F)COCC1=CC=CC=C1)C1=CC=C(C=C1)S(=O)(=O)C)(F)F (3-{(1R,2R)-2-[(benzyloxy)methyl]-4,4-difluorocyclohexyl}-4-[4-(methylsulfonyl)phenyl]-1-(2,2,2-trifluoroethyl)-1H-pyrazol-5-yl trifluoromethanesulfonate). The reagents and catalysts are [Pd] (palladium on charcoal). The solvent is C(C)(=O)OCC (ethyl acetate). Yields the product C(C1=CC=CC=C1)OC[C@H]1[C@@H](CCC(C1)(F)F)C1=NN(C=C1C1=CC=C(C=C1)S(=O)(=O)C)CC(F)(F)F (3-{(1R,2R)-2-[(benzyloxy)methyl]-4,4-difluorocyclohexyl}-4-[4-(methylsulfonyl)phenyl]-1-(2,2,2-trifluoroethyl)-1H-pyrazole). As a reaction SMILES: FC(F)(F)S(O[C:7]1[N:11]([CH2:12][C:13]([F:16])([F:15])[F:14])[N:10]=[C:9]([C@@H:17]2[CH2:22][CH2:21][C:20]([F:24])([F:23])[CH2:19][C@H:18]2[CH2:25][O:26][CH2:27][C:28]2[CH:33]=[CH:32][CH:31]=[CH:30][CH:29]=2)[C:8]=1[C:34]1[CH:39]=[CH:38][C:37]([S:40]([CH3:43])(=[O:42])=[O:41])=[CH:36][CH:35]=1)(=O)=O>[Pd].C(OCC)(=O)C>[CH2:27]([O:26][CH2:25][C@@H:18]1[CH2:19][C:20]([F:23])([F:24])[CH2:21][CH2:22][C@H:17]1[C:9]1[C:8]([C:34]2[CH:35]=[CH:36][C:37]([S:40]([CH3:43])(=[O:41])=[O:42])=[CH:38][CH:39]=2)=[CH:7][N:11]([CH2:12][C:13]([F:15])([F:16])[F:14])[N:10]=1)[C:28]1[CH:33]=[CH:32][CH:31]=[CH:30][CH:29]=1. Procedure details: A mixture of 3-{(1R,2R)-2-[(benzyloxy)methyl]-4,4-difluorocyclohexyl}-4-[4-(methylsulfonyl)phenyl]-1-(2,2,2-trifluoroethyl)-1H-pyrazol-5-yl trifluoromethanesulfonate (4.54 g, 6.58 mmol) and 10% palladium on charcoal (2.20 g) were stirred together in ethyl acetate (60 mL) under an atmosphere of hydrogen gas at rt for 16 h. Filtration through Celite®, concentration of the filtrate and flash chromatography on silica gel eluting with 45/55 ethyl acetate/hexanes yielded 3-{(1R,2R)-2-[(benzyloxy)methy... As a reaction SMILES: C(OC(=O)[NH:7][CH2:8][CH2:9][CH2:10][N:11]([CH2:14][C:15]1[CH:20]=[CH:19][CH:18]=[C:17]([C:21]2[C:26]([F:27])=[CH:25][N:24]=[C:23](Cl)[N:22]=2)[CH:16]=1)[CH2:12][CH3:13])(C)(C)C.[Cl:30][C:31]1[CH:32]=[C:33]([CH2:37][CH2:38][NH2:39])[CH:34]=[CH:35][CH:36]=1>>[Cl:30][C:31]1[CH:32]=[C:33]([CH2:37][CH2:38][NH:39][C:23]2[N:22]=[C:21]([C:17]3[CH:16]=[C:15]([CH:20]=[CH:19][CH:18]=3)[CH2:14][N:11]([CH2:12][CH3:13])[CH2:10][CH2:9][CH2:8][NH2:7])[C:26]([F:27])=[CH:25][N:24]=2)[CH:34]=[CH:35][CH:36]=1. Reported procedure: Intermediate 78 was coupled with 2-(3-chloro-phenyl)-ethylamine following procedure Q. The resulting product was deprotected following procedure R. LC-MS showed the product had the expected M+H+ of 442. 1H NMR (Varian 300 MHz, CD3OD, shifts relative to the solvent peak at 3.3 ppm) δ 8.30 (d, 1H), 8.18 (s, 2H), 7.66 (m, 2H), 7.12 (m, 4H), 4.49 (s, 2H), 3.63 (t, 2H), 3.24 (m, 4H), 2.98 (t, 2H), 2.90 (t, 2H), 2.08 (m, 2H), 1.36 (t, 3H). The product is ClC=1C=C(C=CC1)CCNC1=NC=C(C(=N1)C=1C=C(CN(CCCN)CC)C=CC1)F (N1-(3-{2-[2-(3-Chloro-phenyl)-ethylamino]-5-fluoro-pyrimidin-4-yl}-benzyl)-N-1-ethyl-propane-1,3-diamine). Reactants: C(C)(C)(C)OC(NCCCN(CC)CC1=CC(=CC=C1)C1=NC(=NC=C1F)Cl)=O ((3-{[3-(2-Chloro-5-fluoro-pyrimidin-4-yl)-benzyl]-ethyl-amino}-propyl)-carbamic acid tert-butyl ester), ClC=1C=C(C=CC1)CCN (2-(3-chloro-phenyl)-ethylamine), 442. The solvent is CC(=O)C (acetone). As a reaction SMILES: C([O-])([O-])=O.[K+].[K+].[F:7][C:8]1[CH:13]=[CH:12][C:11]([C:14]2[NH:18][C:17](=[S:19])[N:16]([CH3:20])[C:15]=2[C:21]2[CH:26]=[CH:25][N:24]=[C:23]([NH:27][C:28](=[O:30])[CH3:29])[CH:22]=2)=[CH:10][CH:9]=1.Cl[CH2:32][C:33]([N:35]([CH2:39][CH2:40][OH:41])[CH2:36][CH2:37][OH:38])=[O:34]>CC(C)=O>[C:28]([NH:27][C:23]1[CH:22]=[C:21]([C:15]2[N:16]([CH3:20])[C:17]([S:19][CH2:32][C:33]([N:35]([CH2:39][CH2:40][OH:41])[CH2:36][CH2:37][OH:38])=[O:34])=[N:18][C:14]=2[C:11]2[CH:12]=[CH:13][C:8]([F:7])=[CH:9][CH:10]=2)[CH:26]=[CH:25][N:24]=1)(=[O:30])[CH3:29] |f:0.1.2|. Procedure: K2CO3 (3.1 mmol/0.34 g) is added to undissolved N-{4-[5-(4-fluorophenyl)-3-methyl-2-thioxo-2H-imidazol-4-yl]pyridin-2-yl}acetamide (2.23 mmol/0.8 g), and the mixture is then suspended in 100 ml of absolute acetone. 2-Chloro-N,N-bis(2-hydroxyethyl)acetamide (2.3 mmol/0.455 g) is then added, and the mixture is stirred at room temperature for 24 h. The mixture is then heated under reflux for 3 h, the precipitate is filtered off and the filtrate is concentrated under reduced pressure using a rotary ... Conditions: time 24 hour. Starting materials: C(=O)([O-])[O-].[K+].[K+] (K2CO3), FC1=CC=C(C=C1)C1=C(N(C(N1)=S)C)C1=CC(=NC=C1)NC(C)=O (N-{4-[5-(4-fluorophenyl)-3-methyl-2-thioxo-2H-imidazol-4-yl]pyridin-2-yl}acetamide), ClCC(=O)N(CCO)CCO (2-Chloro-N,N-bis(2-hydroxyethyl)acetamide). Product: C(C)(=O)NC1=NC=CC(=C1)C1=C(N=C(N1C)SCC(=O)N(CCO)CCO)C1=CC=C(C=C1)F (2-[5-(2-Acetylaminopyridin-4-yl)-4-(4-fluorophenyl)-1-methyl-1H-imidazol-2-ylsulfanyl]-N,N-bis(2-hydroxyethyl)acetamide).